The task is: describe an organic reaction: reactants, conditions, products, and yield. This data is from the Open Reaction Database (ORD), a public repository of structured organic reaction records. Starting materials: CC1CNCCC1 (3-methylpiperidine), CC1=NC=CC=C1 (methylpyridine), N (NH3), CC=1C=NC=CC1 (3-methylpyridine), CN1CCCCC1 (methylpiperidine). Reagents/catalysts: SiO2. Yields the product CC1CNCCC1 (3-methylpiperidine), CC=1C=NC=CC1 (3-methylpyridine), C(#N)C=1C=NC=CC1 (3-cyanopyridine). Reaction SMILES: [CH3:1][C:2]1[CH:3]=[N:4][CH:5]=[CH:6][CH:7]=1.[CH3:8][CH:9]1[CH2:14][CH2:13][CH2:12][NH:11][CH2:10]1.N.C[N:17]1[CH2:22][CH2:21][CH2:20][CH2:19][CH2:18]1.C[C:24]1C=CC=C[N:25]=1>>[CH3:1][CH:2]1[CH2:7][CH2:6][CH2:5][NH:4][CH2:3]1.[CH3:8][C:9]1[CH:10]=[N:11][CH:12]=[CH:13][CH:14]=1.[C:24]([C:21]1[CH:22]=[N:17][CH:18]=[CH:19][CH:20]=1)#[N:25]. Procedure details: 2.0 cc of 80% PV3MO12Ox.20% SiO2 catalyst of Example 1 was placed in the microreactor and equilibrated at 405° C., then a gaseous mixture of 0.82 3-methylpyridine:0.18 3-methylpiperidine:7.5 NH3 :19.9 air was fed through the reactor using a contact time of 6.4 seconds. Conversion of the methylpiperidine was 100 percent and conversion of the methylpyridine was 93 percent. For each mole of combined 3-methylpiperidine plus 3-methylpyridine fed was obtained 0.853 mole of 3-cyanopyridine. If it be as... Starting materials: IC1=CN(C2=CC=C(C=C12)C1=NC(=CN=C1)OC(C)C)S(=O)(=O)C1=CC=C(C)C=C1 (3-iodo-5-(6-isopropoxypyrazin-2-yl)-1-tosyl-1H-indole), CC1(OB(OC1(C)C)C1=CC(=NC=C1)N)C (4-(4,4,5,5-tetramethyl-1,3,2-dioxaborolan-2-yl)pyridin-2-amine), P(=O)([O-])([O-])[O-].[K+].[K+].[K+] (Potassium Phosphate), CC(C)C1=CC(=C(C(=C1)C(C)C)C2=C(C=CC=C2)P(C3CCCCC3)C4CCCCC4)C(C)C (X-Phos). The reagents and catalysts are C=1C=CC(=CC1)/C=C/C(=O)/C=C/C2=CC=CC=C2.C=1C=CC(=CC1)/C=C/C(=O)/C=C/C2=CC=CC=C2.C=1C=CC(=CC1)/C=C/C(=O)/C=C/C2=CC=CC=C2.[Pd].[Pd] (Pd2 dba3). Run in O1CCOCC1.O (dioxane water). Reaction conditions: temperature 130 celsius. The product is CC(C)OC1=CN=CC(=N1)C=1C=C2C(=CNC2=CC1)C1=CC(=NC=C1)N (4-(5-(6-(1-methylethoxy)-2-pyrazinyl)-1H-indol-3-yl)-2-pyridinamine). RXN SMILES: I[C:2]1[C:10]2[C:5](=[CH:6][CH:7]=[C:8]([C:11]3[CH:16]=[N:15][CH:14]=[C:13]([O:17][CH:18]([CH3:20])[CH3:19])[N:12]=3)[CH:9]=2)[N:4](S(C2C=CC(C)=CC=2)(=O)=O)[CH:3]=1.CC1(C)C(C)(C)OB([C:39]2[CH:44]=[CH:43][N:42]=[C:41]([NH2:45])[CH:40]=2)O1.P([O-])([O-])([O-])=O.[K+].[K+].[K+].CC(C1C=C(C(C)C)C(C2C=CC=CC=2P(C2CCCCC2)C2CCCCC2)=C(C(C)C)C=1)C>C1C=CC(/C=C/C(/C=C/C2C=CC=CC=2)=O)=CC=1.C1C=CC(/C=C/C(/C=C/C2C=CC=CC=2)=O)=CC=1.C1C=CC(/C=C/C(/C=C/C2C=CC=CC=2)=O)=CC=1.[Pd].[Pd].O1CCOCC1.O>[CH3:20][CH:18]([O:17][C:13]1[N:12]=[C:11]([C:8]2[CH:9]=[C:10]3[C:5](=[CH:6][CH:7]=2)[NH:4][CH:3]=[C:2]3[C:39]2[CH:44]=[CH:43][N:42]=[C:41]([NH2:45])[CH:40]=2)[CH:16]=[N:15][CH:14]=1)[CH3:19] |f:2.3.4.5,7.8.9.10.11,12.13|. Reported procedure: A solution of 3-iodo-5-(6-isopropoxypyrazin-2-yl)-1-tosyl-1H-indole (0.060 g, 0.11 mmol), 4-(4,4,5,5-tetramethyl-1,3,2-dioxaborolan-2-yl)pyridin-2-amine (39, 0.17 mmol), Potassium Phosphate (0.072 g, 0.34 mmol), Pd2 dba3 (5 mg, 6 μmol), X-Phos (5 mg, 0.011 mmol), and dioxane/water (2/1, 1.5 mL) was heated in a microwave at 125° C. for 10 min. The solution was cooled, the aqueous layer was removed, and the organic layer was purified by prep HPLC (66-95% ACN/water/0.1% TFA). The resulting product ...